This data is from the Open Reaction Database (ORD), a public repository of structured organic reaction records. The task is: describe an organic reaction: reactants, conditions, products, and yield Starting materials: C1(CC1)COC1=C(C=CC=C1OC)/C=C/C=1N=C2N(C(C1I)=O)C=CS2 (7-{(E)-2-[2-(Cyclopropylmethoxy)-3-methoxyphenyl]vinyl}-6-iodo-5H-[1,3]thiazolo[3,2-a]pyrimidin-5-one), OC1=CC=C(C=C1)B(O)O (4-hydroxyphenylboronic acid), Pd[(C6H5)3P]4, [F-].[Cs+] (cesium fluoride). Run in C1CCOC1 (THF). The product is C1(CC1)COC1=C(C=CC=C1OC)/C=C/C=1N=C2N(C(C1C1=CC=C(C=C1)O)=O)C=CS2 (7-[(E)-2-(2-Cyclopropylmethoxy-3-methoxyphenyl)-1-ethenyl]-6-(4-hydroxyphenyl)-5H-[1,3]thiazolo[3,2-a]pyrimidin-5-one). Isolated yield 58.4%. RXN SMILES: [CH:1]1([CH2:4][O:5][C:6]2[C:11]([O:12][CH3:13])=[CH:10][CH:9]=[CH:8][C:7]=2/[CH:14]=[CH:15]/[C:16]2[N:17]=[C:18]3[S:26][CH:25]=[CH:24][N:19]3[C:20](=[O:23])[C:21]=2I)[CH2:3][CH2:2]1.[OH:27][C:28]1[CH:33]=[CH:32][C:31](B(O)O)=[CH:30][CH:29]=1.[F-].[Cs+]>C1COCC1>[CH:1]1([CH2:4][O:5][C:6]2[C:11]([O:12][CH3:13])=[CH:10][CH:9]=[CH:8][C:7]=2/[CH:14]=[CH:15]/[C:16]2[N:17]=[C:18]3[S:26][CH:25]=[CH:24][N:19]3[C:20](=[O:23])[C:21]=2[C:31]2[CH:32]=[CH:33][C:28]([OH:27])=[CH:29][CH:30]=2)[CH2:3][CH2:2]1 |f:2.3|. Procedure: A solution of Intermediate 2 (500 mg, 1.040 mmol), 4-hydroxyphenylboronic acid (172 mg, 1.249 mmol), Pd[(C6H5)3P]4 (120 mg, 0.104 mmol) and cesium fluoride (506 mg, 3.331 mmol) in dry THF was heated to reflux for 4.0 h. After completion of reaction, the mixture was concentrated in vacuo. The residue was dissolved in ethyl acetate, washed with water, brine and dried over anhydrous Na2SO4 to afford a crude residue which was purified using 1% CH3OH in CHCl3 to afford 271 mg of the desired compound ... Reactants: O=C(CBr)c1ccc(Cl)cc1, CCCCO, OCC(O)c1ccccc1Cl, Cc1ccc(S(=O)(=O)O)cc1, c1ccccc1. The product is Clc1ccc(C2(CBr)OCC(c3ccccc3Cl)O2)cc1. RXN SMILES: [Br:1][CH2:2][C:3](=[O:4])[c:5]1[cH:6][cH:7][c:8]([Cl:11])[cH:9][cH:10]1.[CH2:40]([OH:41])[CH2:42][CH2:43][CH3:44].[Cl:12][c:13]1[c:14]([CH:15]([CH2:16][OH:17])[OH:18])[cH:19][cH:20][cH:21][cH:22]1.[c:23]1([CH3:24])[cH:25][cH:26][c:27]([S:28]([OH:29])(=[O:30])=[O:31])[cH:32][cH:33]1.[cH:34]1[cH:35][cH:36][cH:37][cH:38][cH:39]1>>[Br:1][CH2:2][C:3]1([c:5]2[cH:6][cH:7][c:8]([Cl:11])[cH:9][cH:10]2)[O:4][CH2:16][CH:15]([c:14]2[c:13]([Cl:12])[cH:22][cH:21][cH:20][cH:19]2)[O:18]1. The reactants are N[C@H]1C2=C(C3=C(NC1=O)C=CC=C3)C=CC=C2 ((S)-7-amino-5H,7H-dibenzo[b,d]azepin-6-one), OC(C(=O)O)(C(=O)NCC(C(F)(F)F)(F)F)C ((RS)-2-hydroxy-2-methyl-N-(2,2,3,3,3-pentafluoro-propyl)-malonamic acid), O.ON1N=NC2=C1C=CC=C2 (1-hydroxy-benzotriazole hydrate), C(C)(C)N(CC)C(C)C (diisopropylethylamine), Cl.CN(CCCN=C=NCC)C (N-(3-dimethylaminopropyl)-N′-ethyl-carbodiimide hydrochloride), Cl (hydrochloric acid). The solvent is O1CCCC1 (tetrahydrofuran). Reaction conditions: time 8 hour. The product is OC(C(=O)N[C@H]1C2=C(C3=C(NC1=O)C=CC=C3)C=CC=C2)(C(=O)NCC(C(F)(F)F)(F)F)C ((R/S)-2-hydroxy-2-methyl-N-((S)-6-oxo-6,7-dihydro-5H-dibenzo[b,d]azepin-7-yl)-N′-(2,2,3,3,3-pentafluoro-propyl)-malonamide). Isolated yield 40.6%. Reaction SMILES: [NH2:1][C@@H:2]1[C:8](=[O:9])[NH:7][C:6]2[CH:10]=[CH:11][CH:12]=[CH:13][C:5]=2[C:4]2[CH:14]=[CH:15][CH:16]=[CH:17][C:3]1=2.[OH:18][C:19]([CH3:34])([C:23]([NH:25][CH2:26][C:27]([F:33])([F:32])[C:28]([F:31])([F:30])[F:29])=[O:24])[C:20](O)=[O:21].O.ON1C2C=CC=CC=2N=N1.C(N(C(C)C)CC)(C)C.Cl.CN(C)CCCN=C=NCC.Cl>O1CCCC1>[OH:18][C:19]([CH3:34])([C:23]([NH:25][CH2:26][C:27]([F:32])([F:33])[C:28]([F:29])([F:30])[F:31])=[O:24])[C:20]([NH:1][C@@H:2]1[C:8](=[O:9])[NH:7][C:6]2[CH:10]=[CH:11][CH:12]=[CH:13][C:5]=2[C:4]2[CH:14]=[CH:15][CH:16]=[CH:17][C:3]1=2)=[O:21] |f:2.3,5.6|. Procedure: A solution of 101 mg (0.45 mmol) (S)-7-amino-5H,7H-dibenzo[b,d]azepin-6-one and 119 mg (0.45 mmol) (RS)-2-hydroxy-2-methyl-N-(2,2,3,3,3-pentafluoro-propyl)-malonamic acid in 15 ml tetrahydrofuran were cooled to 0° C. and 61.8 mg (0.45 mmol) 1-hydroxy-benzotriazole hydrate, 157 μl (0.90 mmol) diisopropylethylamine and 87.6 mg (0.45 mmol) N-(3-dimethylaminopropyl)-N′-ethyl-carbodiimide hydrochloride were added. Stirring was continued overnight at room temperature. The mixture was poured on ice/wat... The reactants are O=C1CCC(=O)N1Br, CC(C)c1cc(-c2ccc(F)cc2)nc(O)n1, CN(C)C=O, O. Yields the product CC(C)c1nc(O)nc(-c2ccc(F)cc2)c1Br. RXN SMILES: [Br:23][N:24]1[C:25](=[O:26])[CH2:27][CH2:28][C:29]1=[O:30].[F:1][c:2]1[cH:3][cH:4][c:5](-[c:8]2[n:9][c:10]([OH:17])[n:11][c:12]([CH:14]([CH3:15])[CH3:16])[cH:13]2)[cH:6][cH:7]1.[O:18]=[CH:19][N:20]([CH3:21])[CH3:22].[OH2:31]>>[F:1][c:2]1[cH:3][cH:4][c:5](-[c:8]2[n:9][c:10]([OH:17])[n:11][c:12]([CH:14]([CH3:15])[CH3:16])[c:13]2[Br:23])[cH:6][cH:7]1.